Task: describe an organic reaction: reactants, conditions, products, and yield. Dataset: the Open Reaction Database (ORD), a public repository of structured organic reaction records Reactants: [Cl-].[NH4+] (ammonium chloride), [Na] (sodium), N1=NC(=CC=C1)C#N (pyridazine-3-carbonitrile). Solvent: CO (methanol), CO (methanol). Conditions: temperature 35 celsius, time 8 hour. The product is N1=NC(=CC=C1)C(=N)N (Pyridazine-3-carboxamidine). The yield is 85.6%. Reaction SMILES: [Na].[N:2]1[CH:7]=[CH:6][CH:5]=[C:4]([C:8]#[N:9])[N:3]=1.[Cl-].[NH4+:11]>CO>[N:2]1[CH:7]=[CH:6][CH:5]=[C:4]([C:8]([NH2:11])=[NH:9])[N:3]=1 |f:2.3,^1:0|. Reported procedure: A solution of 1.60 g (0.068 mol) of sodium in 300 ml of anhydrous methanol was treated with a solution of 53.5 g (0.510 mol) of pyridazine-3-carbonitrile in 100 ml of methanol and the mixture was stirred for 8 hours at 35° C. Then, 29 g of ammonium chloride were added and the mixture was refluxed for approximately 14 hours. The hot mixture was filtered and the solid was discarded. 53.3 g of the title compound were obtained from the cold mother liquor by means of filtration. Starting materials: NCCCCCCN=C(NC(OC(C)(C)C)=O)NC(OC(C)(C)C)=O (bis(1,1-dimethylethyl) [[(6-aminohexyl)imino]methylene]biscarbamate), C1(CCCCC1)N=C=NC1CCCCC1 (1,3-dicyclohexylcarbodiimide), O.ON1N=NC2=C1C=CC=C2 (1-hydroxybenzotriazole hydrate), C(CC(=O)[O-])(=O)OCC (monoethyl malonate). Run in C(Cl)(Cl)Cl (chloroform), C(Cl)(Cl)Cl (chloroform). Run at temperature 0 celsius, time 0.5 hour. The product is CC(C)(OC(=O)NC(=NC(=O)OC(C)(C)C)NCCCCCCNC(CC(=O)OCC)=O)C (1-(1,1-Dimethylethyl) 14-ethyl 3-[[(1,1-dimethylethoxy)carbonyl]amino]-12-oxo-2,4,11-triazatetradec-2-enedioate). Yield: 99.0%. RXN SMILES: [C:1]([O:7][CH2:8][CH3:9])(=[O:6])[CH2:2][C:3]([O-:5])=O.C1(N=C=NC2CCCCC2)CCCCC1.O.ON1C2C=CC=CC=2N=N1.[NH2:36][CH2:37][CH2:38][CH2:39][CH2:40][CH2:41][CH2:42][N:43]=[C:44]([NH:53][C:54](=[O:60])[O:55][C:56]([CH3:59])([CH3:58])[CH3:57])[NH:45][C:46](=[O:52])[O:47][C:48]([CH3:51])([CH3:50])[CH3:49]>C(Cl)(Cl)Cl>[CH3:58][C:56]([CH3:59])([O:55][C:54]([NH:53][C:44]([NH:43][CH2:42][CH2:41][CH2:40][CH2:39][CH2:38][CH2:37][NH:36][C:3](=[O:5])[CH2:2][C:1]([O:7][CH2:8][CH3:9])=[O:6])=[N:45][C:46]([O:47][C:48]([CH3:49])([CH3:50])[CH3:51])=[O:52])=[O:60])[CH3:57] |f:2.3|. Procedure: 1.05 g (8.10-3 mol) of monoethyl malonate are dissolved in 15 ml of anhydrous chloroform, the solution is then cooled to 0° C. and 1.65 g (8.10-3 mol) of 1,3-dicyclohexylcarbodiimide and 0.108 g (0.8.10-3 mol) of 1-hydroxybenzotriazole hydrate are added. After stirring for 0.5 hour at 0° C., a solution of 1.5 g (4.19.10-3 mol) of bis(1,1-dimethylethyl) [[(6-aminohexyl)imino]methylene]biscarbamate in 5 ml of anhydrous chloroform is added. The mixture is then stirred for 48 hours at room temperatu... Yield: 3.8%. The solvent is CN(C)C=O (DMF), CN(C)C=O (DMF). Reported procedure: 260 mg of a 60% dispersion of sodium hydride in mineral oil were added to a solution of 295 mg of benzimidazole in 10 ml of DMF and the mixture was stirred under nitrogen for 0.5 hour. 582 mg of 3-bromo-4-(3-indolyl)-1H-pyrrole-2,5-dione were added and the mixture was heated to 50° C. for 18 hours. A solution of 767 mg of benzimidazole and 260 mg of sodium hydride in 10 ml of DMF was added and the mixture was heated to 90° C. for 18 hours under nitrogen. The solvent was evaporated and the residu... Reaction conditions: temperature 50 celsius, time 0.5 hour. Product: N1(C=NC2=C1C=CC=C2)C=2C(NC(C2C2=CNC1=CC=CC=C21)=O)=O (3-(1-benzimidazolyl)-4-(3-indolyl)-1H-pyrrole-2,5-dione). RXN SMILES: [H-].[Na+].[N:3]1[C:7]2[CH:8]=[CH:9][CH:10]=[CH:11][C:6]=2[NH:5][CH:4]=1.Br[C:13]1[C:14](=[O:28])[NH:15][C:16](=[O:27])[C:17]=1[C:18]1[C:26]2[C:21](=[CH:22][CH:23]=[CH:24][CH:25]=2)[NH:20][CH:19]=1>CN(C=O)C>[N:3]1([C:13]2[C:14](=[O:28])[NH:15][C:16](=[O:27])[C:17]=2[C:18]2[C:26]3[C:21](=[CH:22][CH:23]=[CH:24][CH:25]=3)[NH:20][CH:19]=2)[C:7]2[CH:8]=[CH:9][CH:10]=[CH:11][C:6]=2[N:5]=[CH:4]1 |f:0.1|. The reactants are [H-].[Na+] (sodium hydride), N1=CNC2=C1C=CC=C2 (benzimidazole), BrC=1C(NC(C1C1=CNC2=CC=CC=C12)=O)=O (3-bromo-4-(3-indolyl)-1H-pyrrole-2,5-dione), N1=CNC2=C1C=CC=C2 (benzimidazole), [H-].[Na+] (sodium hydride). The reactants are CC(=O)[O-], CC(=O)[O-], CCC(c1ccccc1)N1Cc2cc3c(cc2CC1C(=O)OC)OCC(c1ccc(O)cc1)O3, ClCCl, [Cu+2], OB(O)c1ccccc1. As a reaction SMILES: [C:47]([O-:48])(=[O:49])[CH3:50].[C:52]([O-:53])(=[O:54])[CH3:55].[CH3:1][O:2][C:3](=[O:4])[CH:5]1[N:6]([CH:26]([CH2:27][CH3:28])[c:29]2[cH:30][cH:31][cH:32][cH:33][cH:34]2)[CH2:7][c:8]2[cH:9][c:10]3[c:11]([cH:12][c:13]2[CH2:14]1)[O:15][CH2:16][CH:17]([c:19]1[cH:20][cH:21][c:22]([OH:25])[cH:23][cH:24]1)[O:18]3.[Cl:44][CH2:45][Cl:46].[Cu+2:51].[c:35]1([B:41]([OH:42])[OH:43])[cH:36][cH:37][cH:38][cH:39][cH:40]1>>[CH3:1][O:2][C:3](=[O:4])[CH:5]1[N:6]([CH:26]([CH2:27][CH3:28])[c:29]2[cH:30][cH:31][cH:32][cH:33][cH:34]2)[CH2:7][c:8]2[cH:9][c:10]3[c:11]([cH:12][c:13]2[CH2:14]1)[O:15][CH2:16][CH:17]([c:19]1[cH:20][cH:21][c:22]([O:25][c:35]2[cH:36][cH:37][cH:38][cH:39][cH:40]2)[cH:23][cH:24]1)[O:18]3. Yields the product CCC(c1ccccc1)N1Cc2cc3c(cc2CC1C(=O)OC)OCC(c1ccc(Oc2ccccc2)cc1)O3.